This data is from the Open Reaction Database (ORD), a public repository of structured organic reaction records. The task is: describe an organic reaction: reactants, conditions, products, and yield The reactants are C(#N)C1=C(C=C(CN2C(=NC=C2)C)C=C1)SC1=C(C=C(C=C1)Cl)Cl (1-[4-cyano-3-((2,4-dichlorophenyl)thio)benzyl]-2-methylimidazole), C[Si]([N-][Si](C)(C)C)(C)C.[Li+] (lithium hexamethyldisilazide), C(=O)(O)[O-].[Na+] (NaHCO3), COC(CCBr)OC (3-bromopropionaldehyde dimethyl acetal). The solvent is O1CCCC1 (tetrahydrofuran), C1CCOC1 (THF), CCOC(=O)C (EtOAc). Reaction conditions: temperature 0 celsius, time 45 minute. Product: C(#N)C1=C(C=C(C=C1)C(CCC(OC)OC)N1C(=NC=C1)C)SC1=C(C=C(C=C1)Cl)Cl ((±)-1-[1-(4-cyano-3-((2,4-dichlorophenyl)thio)phenyl)-4,4-dimethoxy-1-butyl]-2-methylimidazole). As a reaction SMILES: [C:1]([C:3]1[CH:15]=[CH:14][C:6]([CH2:7][N:8]2[CH:12]=[CH:11][N:10]=[C:9]2[CH3:13])=[CH:5][C:4]=1[S:16][C:17]1[CH:22]=[CH:21][C:20]([Cl:23])=[CH:19][C:18]=1[Cl:24])#[N:2].C[Si](C)(C)[N-][Si](C)(C)C.[Li+].[CH3:35][O:36][CH:37]([O:41][CH3:42])[CH2:38][CH2:39]Br.C([O-])(O)=O.[Na+]>O1CCCC1.CCOC(C)=O>[C:1]([C:3]1[CH:15]=[CH:14][C:6]([CH:7]([N:8]2[CH:12]=[CH:11][N:10]=[C:9]2[CH3:13])[CH2:39][CH2:38][CH:37]([O:41][CH3:42])[O:36][CH3:35])=[CH:5][C:4]=1[S:16][C:17]1[CH:22]=[CH:21][C:20]([Cl:23])=[CH:19][C:18]=1[Cl:24])#[N:2] |f:1.2,4.5|. Procedure: To a solution of the product from Step D (317 mg, 0.850 mmol) in 2.0 mL of tetrahydrofuran at −78° C. was added lithium hexamethyldisilazide solution dropwise (1.02 mL, 1.02 mmol, 1.0 M in THF). After 45 minutes, 3-bromopropionaldehyde dimethyl acetal was added (0.231 mL, 1.70 mmol). The reaction was warmed to 0° C. and stirred for 2 hours, then poured into EtOAc/sat. NaHCO3 solution. The organic layer was washed with brine, dried (Na2SO4), filtered, and concentrated in vacuo. The crude product ... As a reaction SMILES: O1CCO[CH:2]1[C:6]1[O:10][C:9]([CH2:11][S:12][CH2:13][CH2:14][NH:15][C:16]([NH:21][CH3:22])=[CH:17][N+:18]([O-:20])=[O:19])=[CH:8][CH:7]=1.Cl.[CH3:24][NH:25][CH3:26].Cl.CNC.C([BH3-])#N.[Na+]>O.C(O)C>[CH3:24][N:25]([CH2:2][C:6]1[O:10][C:9]([CH2:11][S:12][CH2:13][CH2:14][NH:15][C:16]([NH:21][CH3:22])=[CH:17][N+:18]([O-:20])=[O:19])=[CH:8][CH:7]=1)[CH3:26] |f:1.2,5.6|. Reported procedure: To a stirred solution of N-[2-[[5-(1,3-dioxolan-2-yl)-2-furanylmethyl]thio]ethyl]-N'-methyl-2-nitro-1,1-ethenediamine (1.65 g) and dimethylamine hydrochloride (16.3 g) in water (3.74 ml) and ethanol (6.2 ml) was added 2 N hydrochloric acid (3.74 ml). After 15 min. at room temperature, a solution of dimethylamine in water (40%) (0.85 ml) was added followed by a solution of sodium cyanoborohydride (0.156 g) in water (1 ml). After 1h, the solution was evaporated in vacuo and to the oily residue was... Run in O (water), O (water), O (water), C(C)O (ethanol). Reaction conditions: time 15 minute. Yields the product CN(C)CC1=CC=C(O1)CSCCNC(=C[N+](=O)[O-])NC (N-[2-[[5-[(Dimethylamino)methyl]-2-furanylmethyl]thio]ethyl]-N'-methyl-2-nitro-1,1-ethenediamine). Yield: 107.9%. The reactants are CNC (dimethylamine), C(#N)[BH3-].[Na+] (sodium cyanoborohydride), O1C(OCC1)C1=CC=C(O1)CSCCNC(=C[N+](=O)[O-])NC (N-[2-[[5-(1,3-dioxolan-2-yl)-2-furanylmethyl]thio]ethyl]-N'-methyl-2-nitro-1,1-ethenediamine), Cl.CNC (dimethylamine hydrochloride), Cl (hydrochloric acid). Starting materials: OC=C1C(NC2=CC=CC=C12)=O (3-(hydroxymethylene)-1,3-dihydro-2H-indol-2-one), NC1=CC=2C(=NC(N2)=O)C=C1 (5-aminobenzimidazolone). Solvent: C(C)O (ethanol). Product: O=C\1NC2=CC=CC=C2/C1=C/NC1=CC2=C(NC(N2)=O)C=C1 (5-{[(Z)-(2-oxo-1,2-dihydro-3H-indol-3-ylidene)methyl]amino}-1,3-dihydro-2H-benzimidazol-2-one). Isolated yield 51.3%. Reaction SMILES: O[CH:2]=[C:3]1[C:11]2[C:6](=[CH:7][CH:8]=[CH:9][CH:10]=2)[NH:5][C:4]1=[O:12].[NH2:13][C:14]1[CH:23]=[CH:22][C:17]2=[N:18][C:19](=[O:21])[N:20]=[C:16]2[CH:15]=1>C(O)C>[O:12]=[C:4]1[NH:5][C:6]2[C:11](/[C:3]/1=[CH:2]/[NH:13][C:14]1[CH:23]=[CH:22][C:17]3[NH:18][C:19](=[O:21])[NH:20][C:16]=3[CH:15]=1)=[CH:10][CH:9]=[CH:8][CH:7]=2. Procedure details: A solution of 161 mg (1.00 mMol) of 3-(hydroxymethylene)-1,3-dihydro-2H-indol-2-one, 149 mg (1.00 mMol) of 5-aminobenzimidazolone, and 5 ml of ethanol was heated at 55° C. for 1.5 hr. The resulting solid was isolated by filtration and recrystallized from DMSO/methanol to yield 150 mg (51%) of a yellow solid, 1H NMR (DMSO-d6): δ6.80 (d, J=7.7 Hz, 1H), 6.85-6.98 (m, 4H), 7.00 (s, 1H), 7.54 (d, J=7.4 Hz, 1H), 8.50 (d, J=12.7 Hz, 1H), 10.39 (s, 1H), 10.56 (s, 1H), 10.72 (d, J=12.7 Hz, 1H), 10.74 (s,... The reactants are CCCCCCC(=O)Cl, C1CCOC1, [Li]CCCC, CC(C)C1COC(=O)N1, [Cl-], [NH4+]. The product is CCCCCCC(=O)N1C(=O)OCC1C(C)C. As a reaction SMILES: [C:15]([CH2:16][CH2:17][CH2:18][CH2:19][CH2:20][CH3:21])(=[O:22])[Cl:23].[CH2:26]1[O:27][CH2:28][CH2:29][CH2:30]1.[CH3:10][CH2:11][CH2:12][CH2:13][Li:14].[CH:1]([CH3:2])([CH3:3])[CH:4]1[NH:5][C:6](=[O:9])[O:7][CH2:8]1.[Cl-:24].[NH4+:25]>>[CH:1]([CH3:2])([CH3:3])[CH:4]1[N:5]([C:15]([CH2:16][CH2:17][CH2:18][CH2:19][CH2:20][CH3:21])=[O:22])[C:6](=[O:9])[O:7][CH2:8]1.